The task is: describe an organic reaction: reactants, conditions, products, and yield. This data is from the Open Reaction Database (ORD), a public repository of structured organic reaction records. Reactants: [OH-].[Na+] (sodium hydroxide), Cl.NCC(=O)N[C@H]1C[C@@H]2CC[C@H]3[C@@H]4CC[C@H](C(C)O)[C@]4(CC[C@@H]3[C@]2(CC1)C)C (3α-[(aminoacetyl)-amino]-5α-pregnane-20-ol hydrochloride), N[C@H]1C[C@@H]2CC[C@H]3[C@@H]4CC[C@H](C(C)O)[C@]4(CC[C@@H]3[C@]2(CC1)C)C (3α-amino-5α-pregnane-20-ol), ClC(=O)OCC (ethyl chloroformate). Run in C(Cl)Cl (methylene chloride), C(Cl)Cl (methylene chloride). Run at time 30 minute. The product is C[C@@H]([C@H]1CC[C@H]2[C@@H]3CC[C@H]4C[C@@H](CC[C@]4(C)[C@H]3CC[C@]12C)NC(OCC)=O)O (ethyl N-[(20S) 5α-pregnane-20-ol-3α-yl]-carbamate). As a reaction SMILES: Cl.NCC(N[C@@H]1CC[C@@]2(C)[C@@H](CC[C@@H]3[C@@H]2CC[C@@]2(C)[C@H]3CC[C@@H]2C(O)C)C1)=O.[NH2:29][C@@H:30]1[CH2:49][CH2:48][C@@:47]2([CH3:50])[C@@H:32]([CH2:33][CH2:34][C@@H:35]3[C@@H:46]2[CH2:45][CH2:44][C@@:43]2([CH3:51])[C@H:36]3[CH2:37][CH2:38][C@@H:39]2[CH:40]([OH:42])[CH3:41])[CH2:31]1.Cl[C:53]([O:55][CH2:56][CH3:57])=[O:54].[OH-].[Na+]>C(Cl)Cl>[CH3:41][C@H:40]([OH:42])[C@@H:39]1[C@:43]2([CH3:51])[C@H:36]([C@H:35]3[C@H:46]([CH2:45][CH2:44]2)[C@:47]2([CH3:50])[C@H:32]([CH2:31][C@H:30]([NH:29][C:53](=[O:54])[O:55][CH2:56][CH3:57])[CH2:49][CH2:48]2)[CH2:33][CH2:34]3)[CH2:37][CH2:38]1 |f:0.1,4.5|. Procedure details: A solution of 5 g of (20S) 3α-amino-5α-pregnane-20-ol in 500 ml of methylene chloride was added dropwise over 10 minutes under an inert atmosphere to a mixture of 15 ml of ethyl chloroformate and 45 ml of methylene chloride and the mixture was stirred for 30 minutes. 20 ml of N sodium hydroxide were added to the mixture which was stirred for 30 minutes. The mixture was decanted and extracted with methylene chloride. The organic phase was washed with water, dried, filtered and evaporated to dryne... The reactants are C1(=CC=CC=C1)C(C(=O)N)(CCCNC)C1=CC=CC=C1 (2,2-diphenyl-5-methylaminopentanamide), FC1=CC=C(CCBr)C=C1 (4-fluorophenethyl bromide), C([O-])([O-])=O.[K+].[K+] (potassium carbonate). Procedure: A mixture containing 2,2-diphenyl-5-methylaminopentanamide (0.3 g--see Preparation 3), 4-fluorophenethyl bromide (0.22 g), anhydrous potassium carbonate (0.4 g) and acetonitrile (10 ml) was heated under reflux for 5 hours. The mixture was concentrated in vacuo and the residue partitioned between dichloromethane (20 ml) and 10% aqueous potassium carbonate (20 ml). The layers were separated and the aqueous layer extracted with dichloromethane (3×20 ml). The combined dichloromethane extracts were d... Run in C(C)#N (acetonitrile). Reaction SMILES: [C:1]1([C:7]([C:16]2[CH:21]=[CH:20][CH:19]=[CH:18][CH:17]=2)([CH2:11][CH2:12][CH2:13][NH:14][CH3:15])[C:8]([NH2:10])=[O:9])[CH:6]=[CH:5][CH:4]=[CH:3][CH:2]=1.[F:22][C:23]1[CH:31]=[CH:30][C:26]([CH2:27][CH2:28]Br)=[CH:25][CH:24]=1.C(=O)([O-])[O-].[K+].[K+]>C(#N)C>[C:1]1([C:7]([C:16]2[CH:21]=[CH:20][CH:19]=[CH:18][CH:17]=2)([CH2:11][CH2:12][CH2:13][N:14]([CH2:28][CH2:27][C:26]2[CH:30]=[CH:31][C:23]([F:22])=[CH:24][CH:25]=2)[CH3:15])[C:8]([NH2:10])=[O:9])[CH:2]=[CH:3][CH:4]=[CH:5][CH:6]=1 |f:2.3.4|. Yields the product C1(=CC=CC=C1)C(C(=O)N)(CCCN(C)CCC1=CC=C(C=C1)F)C1=CC=CC=C1 (2,2-diphenyl-5-[N-(4-fluorophenethyl)-N-methyl-amino]pentanamide). The reactants are BrCC1C(C1)(F)F (2-(bromomethyl)-1,1-difluorocyclopropane), ClC1=CC=C2C(=N1)SC(N2)=O (5-chloro[1,3]thiazolo[5,4-b]pyridin-2(1H)-one), CN1CCCC1=O (NMP), C([O-])([O-])=O.[Cs+].[Cs+] (cesium carbonate). Run in C(C)(=O)OCC (ethyl acetate), O1CCOCC1 (1,4-dioxane). Run at temperature 95 celsius, time 18 hour. The product is ClC1=CC=C2C(=N1)SC(N2CC2C(C2)(F)F)=O (5-chloro-1-[(2,2-difluorocyclopropyl)methyl][1,3]thiazolo[5,4-b]pyridin-2(1H)-one). RXN SMILES: [Cl:1][C:2]1[N:7]=[C:6]2[S:8][C:9](=[O:11])[NH:10][C:5]2=[CH:4][CH:3]=1.CN1C(=O)CCC1.C(=O)([O-])[O-].[Cs+].[Cs+].Br[CH2:26][CH:27]1[CH2:29][C:28]1([F:31])[F:30]>C(OCC)(=O)C.O1CCOCC1>[Cl:1][C:2]1[N:7]=[C:6]2[S:8][C:9](=[O:11])[N:10]([CH2:26][CH:27]3[CH2:29][C:28]3([F:31])[F:30])[C:5]2=[CH:4][CH:3]=1 |f:2.3.4|. Procedure: To a round bottom flask was added 5-chloro[1,3]thiazolo[5,4-b]pyridin-2(1H)-one (1-4) (3.5 g, 19 mmol), anhydrous NMP (30 mL), anhydrous 1,4-dioxane (60 mL), cesium carbonate (12 g, 37 mmol), followed by 2-(bromomethyl)-1,1-difluorocyclopropane (3.4 g, 20 mmol). The reaction mixture was then heated to 95° C. while stirring in a hot oil bath for 18 hours. The crude reaction mixture was then cooled to room temperature, then suspended in ethyl acetate and washed with a saturated solution of sodium ...